Dataset: the Open Reaction Database (ORD), a public repository of structured organic reaction records. Task: describe an organic reaction: reactants, conditions, products, and yield Yields the product Cc1c(N)ccc(Cl)c1C(F)(F)F. RXN SMILES: [CH3:21][CH2:22][OH:23].[Cl:1][c:2]1[c:3]([C:16]([F:17])([F:18])[F:19])[c:4]([CH3:15])[c:5]([NH:8][C:9](=[O:10])[C:11]([CH3:12])([CH3:13])[CH3:14])[cH:6][cH:7]1.[ClH:20]>>[Cl:1][c:2]1[c:3]([C:16]([F:17])([F:18])[F:19])[c:4]([CH3:15])[c:5]([NH2:8])[cH:6][cH:7]1. The reactants are CCO, Cc1c(NC(=O)C(C)(C)C)ccc(Cl)c1C(F)(F)F, Cl. Starting materials: 2- and 4-nitro, ClC1=CC(=C(C(=O)O)C=C1)C (4-chloro-2-methylbenzoic acid), S(O)(O)(=O)=O (sulfuric acid), [N+](=O)(O)[O-] (nitric acid). Run at temperature 70 celsius, time 1 hour. The product is ClC1=C(C(=C(C(=O)O)C=C1)C)[N+](=O)[O-] (4-Chloro-2-methyl-3-nitrobenzoic acid). As a reaction SMILES: [Cl:1][C:2]1[CH:10]=[CH:9][C:5]([C:6]([OH:8])=[O:7])=[C:4]([CH3:11])[CH:3]=1.S(=O)(=O)(O)O.[N+:17]([O-])([OH:19])=[O:18]>>[Cl:1][C:2]1[CH:10]=[CH:9][C:5]([C:6]([OH:8])=[O:7])=[C:4]([CH3:11])[C:3]=1[N+:17]([O-:19])=[O:18]. Reported procedure: A round bottom flask was charged with 4-chloro-2-methylbenzoic acid (200 mg, 0.001 mol) and sulfuric acid (1 mL, 0.02 mol). Fuming nitric acid (0.05 mL, 0.001 mol) was added at −20° C. and the reaction was stirred for 1 hour at 70° C. and poured into ice cold water, whereupon the mixture of 2- and 4-nitro compounds precipitated out. The precipitate was filtered and dissolved in ethyl acetate (30 mL) and washed with saturated aqueous sodium bicarbonate solution and brine, and dried over sodium su... Starting materials: C(C)(C)(C)C1=C(C=CC=C1)N1CCN(CC1)C(=O)C=1N(C2=CC=C(C=C2C1)O)C (2-{[4-(2-tert-Butylphenyl)piperazin-1-yl]carbonyl}-1-methyl-1H-indol-5-ol), BrCC(=O)OC (methyl bromoacetate), C([O-])([O-])=O.[K+].[K+] (potassium carbonate), CN(C=O)C (N,N-dimethylformamide). Run in O (Water). Run at temperature 60 celsius, time 3 hour. Product: C(C)(C)(C)C1=C(C=CC=C1)N1CCN(CC1)C(=O)C=1N(C2=CC=C(C=C2C1)OCC(=O)OC)C (Methyl [(2-{[4-(2-tert-Butylphenyl)piperazin-1-yl]carbonyl}-1-methyl-1H-indol-5-yl)oxy]acetate). The yield is 84.3%. Reaction SMILES: [C:1]([C:5]1[CH:10]=[CH:9][CH:8]=[CH:7][C:6]=1[N:11]1[CH2:16][CH2:15][N:14]([C:17]([C:19]2[N:20]([CH3:29])[C:21]3[C:26]([CH:27]=2)=[CH:25][C:24]([OH:28])=[CH:23][CH:22]=3)=[O:18])[CH2:13][CH2:12]1)([CH3:4])([CH3:3])[CH3:2].Br[CH2:31][C:32]([O:34][CH3:35])=[O:33].C(=O)([O-])[O-].[K+].[K+].CN(C)C=O>O>[C:1]([C:5]1[CH:10]=[CH:9][CH:8]=[CH:7][C:6]=1[N:11]1[CH2:12][CH2:13][N:14]([C:17]([C:19]2[N:20]([CH3:29])[C:21]3[C:26]([CH:27]=2)=[CH:25][C:24]([O:28][CH2:31][C:32]([O:34][CH3:35])=[O:33])=[CH:23][CH:22]=3)=[O:18])[CH2:15][CH2:16]1)([CH3:4])([CH3:2])[CH3:3] |f:2.3.4|. Procedure details: A mixture of 2-{[4-(2-tert-butylphenyl)piperazin-1-yl]carbonyl}-1-methyl-1H-indol-5-ol obtained in Example 28 (510 mg), methyl bromoacetate (239 mg), potassium carbonate (276 mg), and N,N-dimethylformamide (5 mL) was stirred at 60° C. for 3 h. Water was added to the reaction solution, and the mixture was extracted with ethyl acetate. The ethyl acetate layer was washed with saturated brine, and dried over anhydrous magnesium sulfate. The solvent was evaporated under reduced pressure to afford cry... Product: BrC=1C=C(C=CC1F)N1C(=NOC1=O)C=1C(=NON1)NC(=O)C1CCN(CC1)C(C(F)(F)F)=O (N-{4-[4-(3-Bromo-4-fluorophenyl)-5-oxo-4,5-dihydro-1,2,4-oxadiazol-3-yl]-1,2,5-oxadiazol-3-yl}-1-(trifluoroacetyl)piperidine-4-carboxamide). The reactants are NC=1C(=NON1)C1=NOC(N1C1=CC(=C(C=C1)F)Br)=O (3-(4-amino-1,2,5-oxadiazol-3-yl)-4-(3-bromo-4-fluorophenyl)-1,2,4-oxadiazol-5(4H)-one), FC(C(=O)N1CCC(CC1)C(=O)Cl)(F)F (1-(trifluoroacetyl)piperidine-4-carbonyl chloride). As a reaction SMILES: [NH2:1][C:2]1[C:3]([C:7]2[N:11]([C:12]3[CH:17]=[CH:16][C:15]([F:18])=[C:14]([Br:19])[CH:13]=3)[C:10](=[O:20])[O:9][N:8]=2)=[N:4][O:5][N:6]=1.[F:21][C:22]([F:35])([F:34])[C:23]([N:25]1[CH2:30][CH2:29][CH:28]([C:31](Cl)=[O:32])[CH2:27][CH2:26]1)=[O:24]>>[Br:19][C:14]1[CH:13]=[C:12]([N:11]2[C:10](=[O:20])[O:9][N:8]=[C:7]2[C:3]2[C:2]([NH:1][C:31]([CH:28]3[CH2:27][CH2:26][N:25]([C:23](=[O:24])[C:22]([F:35])([F:21])[F:34])[CH2:30][CH2:29]3)=[O:32])=[N:6][O:5][N:4]=2)[CH:17]=[CH:16][C:15]=1[F:18]. Reported procedure: This compound was prepared according to the procedure of Example 35 using 3-(4-amino-1,2,5-oxadiazol-3-yl)-4-(3-bromo-4-fluorophenyl)-1,2,4-oxadiazol-5(4H)-one and 1-(trifluoroacetyl)piperidine-4-carbonyl chloride as the starting materials. LCMS for C19H14BrF4N6O5 (M+H)+: m/z=549.0, 550.9. The reactants are O=C(O)c1ccsc1Br, O=C(Cl)C(=O)Cl, ClCCl, CN(C)C=O. The product is COC(=O)c1ccsc1Br. Reaction SMILES: [Br:1][c:2]1[s:3][cH:4][cH:5][c:6]1[C:7](=[O:8])[OH:9].[Cl:10][C:11]([C:12]([Cl:13])=[O:14])=[O:15].[Cl:21][CH2:22][Cl:23].[O:16]=[CH:17][N:18]([CH3:19])[CH3:20]>>[Br:1][c:2]1[s:3][cH:4][cH:5][c:6]1[C:7](=[O:8])[O:9][CH3:11]. Starting materials: C(CCCCCCCCCCC)N(CCOC1=CC=C(C=C1)CCC(C(F)(F)F)O)CCC(=O)OCC (3-[N-Dodecyl-N-2-[4-[3-hydroxy-4,4,4-trifluorobutyl]phenoxy]ethylamino]propanoic acid, ethyl ester), C(CCCCCCCCCCC)N(CCOC1=CC=C(C=C1)CCC(C(F)(F)F)=O)CCCC(=O)OCC (4-[N-dodecyl-N-[2-[4-(3-oxo-4,4,4-trifluorobut-1-yl)phenoxy]ethyl]amino]butanoic acid, ethyl ester). Product: C(CCCCCCCCCCC)N(CCOC1=CC=C(C=C1)CCC(C(F)(F)F)=O)CCC(=O)OC (3-[N-Dodecyl-N-[2-[4-(3-oxo-4,4,4-trifluorobut-1-yl)phenoxy]ethyl]amino]propanoic Acid, Methyl Ester). Isolated yield 69.8%. RXN SMILES: [CH2:1]([N:13]([CH2:31][CH2:32][C:33]([O:35][CH2:36]C)=[O:34])[CH2:14][CH2:15][O:16][C:17]1[CH:22]=[CH:21][C:20]([CH2:23][CH2:24][CH:25]([OH:30])[C:26]([F:29])([F:28])[F:27])=[CH:19][CH:18]=1)[CH2:2][CH2:3][CH2:4][CH2:5][CH2:6][CH2:7][CH2:8][CH2:9][CH2:10][CH2:11][CH3:12].C(N(CCCC(OCC)=O)CCOC1C=CC(CCC(=O)C(F)(F)F)=CC=1)CCCCCCCCCCC>>[CH2:1]([N:13]([CH2:31][CH2:32][C:33]([O:35][CH3:36])=[O:34])[CH2:14][CH2:15][O:16][C:17]1[CH:18]=[CH:19][C:20]([CH2:23][CH2:24][C:25](=[O:30])[C:26]([F:27])([F:28])[F:29])=[CH:21][CH:22]=1)[CH2:2][CH2:3][CH2:4][CH2:5][CH2:6][CH2:7][CH2:8][CH2:9][CH2:10][CH2:11][CH3:12]. Procedure: 3-[N-Dodecyl-N-2-[4-[3-hydroxy-4,4,4-trifluorobutyl]phenoxy]ethylamino]propanoic acid, ethyl ester (320 mg, 0.60 mmol) was oxidized as described in the preparation of 4-[N-dodecyl-N-[2-[4-(3-oxo-4,4,4-trifluorobut-1-yl)phenoxy]ethyl]amino]butanoic acid, ethyl ester (Example 48) and afforded the title compound (216 mg, 68%) as a pale yellow oil. Reaction SMILES: [CH3:34][C:35]#[N:36].[Cl:1][c:2]1[c:3]2[c:4]([n:5][cH:6][n:7]1)[CH2:8][N:9]([c:12]1[n:13][cH:14][cH:15][cH:16][c:17]1[Cl:18])[CH2:10][CH2:11]2.[NH2:19][c:20]1[cH:21][cH:22][c:23]2[c:28]([cH:29]1)[C:27](=[O:30])[NH:26][C:25](=[O:31])[C:24]2([CH3:32])[CH3:33]>>[c:2]1([NH:19][c:20]2[cH:21][cH:22][c:23]3[c:28]([cH:29]2)[C:27](=[O:30])[NH:26][C:25](=[O:31])[C:24]3([CH3:32])[CH3:33])[c:3]2[c:4]([n:5][cH:6][n:7]1)[CH2:8][N:9]([c:12]1[n:13][cH:14][cH:15][cH:16][c:17]1[Cl:18])[CH2:10][CH2:11]2. Yields the product CC1(C)C(=O)NC(=O)c2cc(Nc3ncnc4c3CCN(c3ncccc3Cl)C4)ccc21. Reactants: CC#N, Clc1cccnc1N1CCc2c(Cl)ncnc2C1, CC1(C)C(=O)NC(=O)c2cc(N)ccc21.